Dataset: the Open Reaction Database (ORD), a public repository of structured organic reaction records. Task: describe an organic reaction: reactants, conditions, products, and yield Starting materials: aqueous solution, [OH-].[Na+] (sodium hydroxide), C(C)(=O)OCCCCCCOC1=CC=C(C(=O)NC2=CC=CC3=C2OC(CO3)C3=NN=NN3)C=C1 (8-[p-(6-acetyloxyhexyloxy)benzoyl]amino-2-(5-tetrazolyl)-1,4-benzodioxane), example 1 ( 96 ). The solvent is CO (methanol). Run at time 10 minute. Product: OCCCCCCOC1=CC=C(C(=O)NC2=CC=CC3=C2OC(CO3)C3=NN=NN3)C=C1 (8-[p-(6-hydroxyhexyloxy)benzoyl]amino-2-(5-tetrazolyl)-1,4-benzodioxane). Yield: 104.1%. As a reaction SMILES: [OH-].[Na+].C([O:6][CH2:7][CH2:8][CH2:9][CH2:10][CH2:11][CH2:12][O:13][C:14]1[CH:37]=[CH:36][C:17]([C:18]([NH:20][C:21]2[C:26]3[O:27][CH:28]([C:31]4[NH:35][N:34]=[N:33][N:32]=4)[CH2:29][O:30][C:25]=3[CH:24]=[CH:23][CH:22]=2)=[O:19])=[CH:16][CH:15]=1)(=O)C>CO>[OH:6][CH2:7][CH2:8][CH2:9][CH2:10][CH2:11][CH2:12][O:13][C:14]1[CH:15]=[CH:16][C:17]([C:18]([NH:20][C:21]2[C:26]3[O:27][CH:28]([C:31]4[NH:35][N:34]=[N:33][N:32]=4)[CH2:29][O:30][C:25]=3[CH:24]=[CH:23][CH:22]=2)=[O:19])=[CH:36][CH:37]=1 |f:0.1|. Reported procedure: A 1N aqueous solution of sodium hydroxide (0.5 ml) was added to a solution of 8-[p-(6-acetyloxyhexyloxy)benzoyl]amino-2-(5-tetrazolyl)-1,4-benzodioxane (100 mg; synthesized in example 1 (96)) in methanol (0.5 ml) at room temperature. The reaction solution was stirred for 10 min at the same temperature, and then concentrated under reduced pressure. To the residue, dil. hydrochloric acid was added and the mixture was extracted with ethyl acetate. The extract was dried and concentrated under reduce... Starting materials: BrC=1C=C(C2=C(N(C=N2)C2=CC(=C(C(=O)NC3CC3)C=C2)C)C1)NCCC(F)(F)F (4-{6-bromo-4-[(3,3,3-trifluoropropyl)amino]-1H-benzimidazol-1-yl}-N-cyclopropyl-2-methylbenzamide), N1=CC=C(C=C1)B(O)O (pyridin-4-ylboronic acid), C([O-])([O-])=O.[K+].[K+] (potassium carbonate). The reagents and catalysts are C1=CC=C(C=C1)P([C-]2C=CC=C2)C3=CC=CC=C3.C1=CC=C(C=C1)P([C-]2C=CC=C2)C3=CC=CC=C3.Cl[Pd]Cl.[Fe+2] (Pd(dppf)Cl2). The solvent is CN1CCCC1=O (NMP). Conditions: temperature 140 celsius. The product is C1(CC1)NC(C1=C(C=C(C=C1)N1C=NC2=C1C=C(C=C2NCCC(F)(F)F)C2=CC=NC=C2)C)=O (N-cyclopropyl-2-methyl-4-{6-(pyridin-4-yl)-4-[(3,3,3-trifluoropropyl)amino]-1H-benzimidazol-1-yl}benzamide). The yield is 28.2%. RXN SMILES: Br[C:2]1[CH:3]=[C:4]([NH:24][CH2:25][CH2:26][C:27]([F:30])([F:29])[F:28])[C:5]2[N:9]=[CH:8][N:7]([C:10]3[CH:21]=[CH:20][C:13]([C:14]([NH:16][CH:17]4[CH2:19][CH2:18]4)=[O:15])=[C:12]([CH3:22])[CH:11]=3)[C:6]=2[CH:23]=1.[N:31]1[CH:36]=[CH:35][C:34](B(O)O)=[CH:33][CH:32]=1.C(=O)([O-])[O-].[K+].[K+]>CN1C(=O)CCC1.C1C=CC(P(C2C=CC=CC=2)[C-]2C=CC=C2)=CC=1.C1C=CC(P(C2C=CC=CC=2)[C-]2C=CC=C2)=CC=1.Cl[Pd]Cl.[Fe+2]>[CH:17]1([NH:16][C:14](=[O:15])[C:13]2[CH:20]=[CH:21][C:10]([N:7]3[C:6]4[CH:23]=[C:2]([C:34]5[CH:35]=[CH:36][N:31]=[CH:32][CH:33]=5)[CH:3]=[C:4]([NH:24][CH2:25][CH2:26][C:27]([F:30])([F:29])[F:28])[C:5]=4[N:9]=[CH:8]3)=[CH:11][C:12]=2[CH3:22])[CH2:19][CH2:18]1 |f:2.3.4,6.7.8.9|. Procedure: To a stirred solution of 4-{6-bromo-4-[(3,3,3-trifluoropropyl)amino]-1H-benzimidazol-1-yl}-N-cyclopropyl-2-methylbenzamide (30.8 mg, 0.05 mmol) in NMP (2 mL) was subsequently added 24.58 mg pyridin-4-ylboronic acid (0.2 mmol, 4 eq), 12.3 mg Pd(dppf)Cl2 (0.015 mmol, 0.3 eq) and aqueous potassium carbonate solution (1M, 150 μL) in one portion at rt. After heating for 40 min at 140° C. in a microwave oven, the mixture was filtered an subjected to preparative HPLC to yield 6.77 mg (27.95%) N-cyclopr...